From a dataset of the Open Reaction Database (ORD), a public repository of structured organic reaction records. describe an organic reaction: reactants, conditions, products, and yield Reactants: CCOCC, OC1Cc2cccc3cccc1c23, BrP(Br)Br. Yields the product BrC1Cc2cccc3cccc1c23. As a reaction SMILES: [CH3:18][CH2:19][O:20][CH2:21][CH3:22].[CH:1]1([OH:13])[CH2:2][c:3]2[cH:4][cH:5][cH:6][c:7]3[cH:8][cH:9][cH:10][c:11]1[c:12]23.[P:14]([Br:15])([Br:16])[Br:17]>>[CH:1]1([Br:15])[CH2:2][c:3]2[cH:4][cH:5][cH:6][c:7]3[cH:8][cH:9][cH:10][c:11]1[c:12]23. Yields the product CC1(N(C(N(C1=O)C1=CC(=C(C=C1)NS(=O)(=O)N)C)=O)CCCCCCCCCSCCCC(C(F)(F)F)(F)F)C (N-[4-(4,4-dimethyl-2,5-dioxo-3-{9-[(4,4,5,5,5-pentafluoropentyl)sulphanyl]nonyl}imidazolidin-1-yl)-2-methylphenyl]sulphamide). Reported procedure: A solution of HCl in ethyl ether (2N, 3 ml) is added in 31-ml portions to a solution of Example 29 (250 mg, 0.36 mmole) in a CH2Cl2/AcOEt mixture (5 ml/3 ml) cooled down to 0° C., and the mixture is stirred for 60 hours at 23° C. The volatiles are evaporated off under vacuum and the residue is taken up in a CH2Cl2 (50 ml) and NaHCO3 (50 ml) mixture. After stirring and decantation, the organic phase is washed with water (50 ml) followed by salt water. After drying over Na2SO4, filtration and conc... The reactants are Cl (HCl), CC1(N(C(N(C1=O)C1=CC(=C(C=C1)NS(=O)(=O)NC(OC(C)(C)C)=O)C)=O)CCCCCCCCCSCCCC(C(F)(F)F)(F)F)C (tert-butyl {[4-(4,4-dimethyl-2,5-dioxo-3-{9-[(4,4,5,5,5-pentafluoropentyl)sulphanyl]nonyl}imidazolidin-1-yl)-2-methylphenyl]sulphamoyl}carbamate), C(Cl)Cl.CCOC(=O)C (CH2Cl2 AcOEt). Isolated yield 76.0%. Reaction SMILES: Cl.[CH3:2][C:3]1([CH3:49])[C:7](=[O:8])[N:6]([C:9]2[CH:14]=[CH:13][C:12]([NH:15][S:16]([NH:19]C(=O)OC(C)(C)C)(=[O:18])=[O:17])=[C:11]([CH3:27])[CH:10]=2)[C:5](=[O:28])[N:4]1[CH2:29][CH2:30][CH2:31][CH2:32][CH2:33][CH2:34][CH2:35][CH2:36][CH2:37][S:38][CH2:39][CH2:40][CH2:41][C:42]([F:48])([F:47])[C:43]([F:46])([F:45])[F:44].C(Cl)Cl.CCOC(C)=O>C(OCC)C>[CH3:2][C:3]1([CH3:49])[C:7](=[O:8])[N:6]([C:9]2[CH:14]=[CH:13][C:12]([NH:15][S:16]([NH2:19])(=[O:18])=[O:17])=[C:11]([CH3:27])[CH:10]=2)[C:5](=[O:28])[N:4]1[CH2:29][CH2:30][CH2:31][CH2:32][CH2:33][CH2:34][CH2:35][CH2:36][CH2:37][S:38][CH2:39][CH2:40][CH2:41][C:42]([F:48])([F:47])[C:43]([F:44])([F:45])[F:46] |f:2.3|. Run in C(C)OCC (ethyl ether). Conditions: temperature 0 celsius, time 60 hour. The reactants are Cl.CC1=C(SC=2N1CC(CN2)(C)C)C(=O)O (3,6,6-Trimethyl-6,7-dihydro-5H-thiazolo[3,2-a]pyrimidine-2-carboxylic acid hydrochloride), C(C)OCC (diethylether). The solvent is S(=O)(Cl)Cl (thionylchloride). Product: Cl.CC1=C(SC=2N1CC(CN2)(C)C)C(=O)Cl (3,6,6-trimethyl-6,7-dihydro-5H-thiazolo[3,2-a]pyrimidine-2-carbonylchloride hydrochloride). The yield is 198.1%. As a reaction SMILES: [ClH:1].[CH3:2][C:3]1[N:7]2[CH2:8][C:9]([CH3:13])([CH3:12])[CH2:10][N:11]=[C:6]2[S:5][C:4]=1[C:14]([OH:16])=O.C(OCC)C>S(Cl)(Cl)=O>[ClH:1].[CH3:2][C:3]1[N:7]2[CH2:8][C:9]([CH3:13])([CH3:12])[CH2:10][N:11]=[C:6]2[S:5][C:4]=1[C:14]([Cl:1])=[O:16] |f:0.1,4.5|. Procedure: In 6 ml of thionylchloride was suspended 1.0 g of 3,6,6-trimethyl-6,7-dihydro-5H-thiazolo[3,2-a]pyrimidine-2-carboxylic acid hydrochloride obtained in Example 120, followed by reflux under heating for 30 minutes. After dissolving completely, the mixture was cooled. Under cooling with ice, to the mixture was added anhydrous diethylether. The precipitated crystals were collected by filtration and dried under reduced pressure to obtain 1.06 g of 3,6,6-trimethyl-6,7-dihydro-5H-thiazolo[3,2-a]pyrimid... The reactants are CCN=C=NCCCN(C)C, CCN(C(C)C)C(C)C, Cl, Cl, NCC(=O)N1CCC(Oc2cccc(C(F)(F)F)c2)CC1, CN(C)C=O, O, O=C(O)c1cc(-c2cccc(O)c2)[nH]n1, On1nnc2ccccc21. The product is O=C(NCC(=O)N1CCC(Oc2cccc(C(F)(F)F)c2)CC1)c1cc(-c2cccc(O)c2)[nH]n1. Reaction SMILES: [CH3:35][CH2:36][N:37]=[C:38]=[N:39][CH2:40][CH2:41][CH2:42][N:43]([CH3:44])[CH3:45].[CH:1]([N:2]([CH2:3][CH3:4])[CH:5]([CH3:6])[CH3:7])([CH3:8])[CH3:9].[ClH:46].[ClH:47].[NH2:48][CH2:49][C:50](=[O:51])[N:52]1[CH2:53][CH2:54][CH:55]([O:58][c:59]2[cH:60][c:61]([C:65]([F:66])([F:67])[F:68])[cH:62][cH:63][cH:64]2)[CH2:56][CH2:57]1.[O:69]=[CH:70][N:71]([CH3:72])[CH3:73].[OH2:74].[OH:10][c:11]1[cH:12][c:13](-[c:17]2[cH:18][c:19]([C:22](=[O:23])[OH:24])[n:20][nH:21]2)[cH:14][cH:15][cH:16]1.[OH:25][n:26]1[c:27]2[c:28]([cH:29][cH:30][cH:31][cH:32]2)[n:33][n:34]1>>[OH:10][c:11]1[cH:12][c:13](-[c:17]2[cH:18][c:19]([C:22](=[O:24])[NH:48][CH2:49][C:50](=[O:51])[N:52]3[CH2:53][CH2:54][CH:55]([O:58][c:59]4[cH:60][c:61]([C:65]([F:66])([F:67])[F:68])[cH:62][cH:63][cH:64]4)[CH2:56][CH2:57]3)[n:20][nH:21]2)[cH:14][cH:15][cH:16]1. Starting materials: OCc1ccccc1Br, N#Cc1c(F)cccc1F, [H-], [Na+], CN(C)C=O, O. The product is N#Cc1c(F)cccc1OCc1ccccc1Br. As a reaction SMILES: [Br:4][c:5]1[c:6]([CH2:7][OH:8])[cH:9][cH:10][cH:11][cH:12]1.[F:13][c:14]1[c:15]([C:16]#[N:17])[c:18]([F:22])[cH:19][cH:20][cH:21]1.[H-:2].[Na+:3].[O:23]=[CH:24][N:25]([CH3:26])[CH3:27].[OH2:1]>>[Br:4][c:5]1[c:6]([CH2:7][O:8][c:18]2[c:15]([C:16]#[N:17])[c:14]([F:13])[cH:21][cH:20][cH:19]2)[cH:9][cH:10][cH:11][cH:12]1. The reactants are C1(CCCCC1)=O (cyclohexanone), C1(=CC=CC=C1)C (toluene). Yields the product C1(=CCCCC1)C1=CC=2CC3=CC(=CC=C3C2C=C1)C1=CCCCC1 (2,7-dicyclohexenyl fluorene). Reaction SMILES: [C:1]1(=O)[CH2:6][CH2:5][CH2:4][CH2:3][CH2:2]1.[C:8]1([CH3:14])[CH:13]=[CH:12][CH:11]=[CH:10][CH:9]=1>>[C:1]1([C:10]2[CH:11]=[CH:12][C:13]3[C:11]4[C:10](=[CH:9][C:8]([C:14]5[CH2:5][CH2:6][CH2:1][CH2:2][CH:3]=5)=[CH:13][CH:12]=4)[CH2:14][C:8]=3[CH:9]=2)[CH2:6][CH2:5][CH2:4][CH2:3][CH:2]=1. Procedure: The compound 2,7-di(1-cyclohex-1-enyl)fluorene can be prepared by first forming a Grignard reagent from 2,7-diiodofluorene and magnesium and bromoethane in THF by heating for several days in a Schlenk tube at about 60°-90° C. Then cyclohexanone is added. After acidic workup in hot toluene, the 2,7-dicyclohexenyl fluorene is obtained. Starting materials: CCCI, Nc1nc(-c2ccco2)c(-c2ccc(=O)[nH]c2)c(-c2ccco2)n1. Product: CCCn1cc(-c2c(-c3ccco3)nc(N)nc2-c2ccco2)ccc1=O. RXN SMILES: [CH2:25]([CH2:26][CH3:27])[I:28].[NH2:1][c:2]1[n:3][c:4](-[c:20]2[o:21][cH:22][cH:23][cH:24]2)[c:5](-[c:13]2[cH:14][cH:15][c:16](=[O:19])[nH:17][cH:18]2)[c:6](-[c:8]2[o:9][cH:10][cH:11][cH:12]2)[n:7]1>>[NH2:1][c:2]1[n:3][c:4](-[c:20]2[o:21][cH:22][cH:23][cH:24]2)[c:5](-[c:13]2[cH:14][cH:15][c:16](=[O:19])[n:17]([CH2:25][CH2:26][CH3:27])[cH:18]2)[c:6](-[c:8]2[o:9][cH:10][cH:11][cH:12]2)[n:7]1. Reactants: CC(=O)O, CN(C)c1ccccn1, ClCCl, C=CC(O)C(NC(=O)c1cn(C)nc1C(F)(F)F)C(=O)NC. The product is C=CC(OC(C)=O)C(NC(=O)c1cn(C)nc1C(F)(F)F)C(=O)NC. RXN SMILES: [CH3:23][C:24]([OH:25])=[O:26].[CH3:27][N:28]([c:29]1[cH:30][cH:31][cH:32][cH:33][n:34]1)[CH3:35].[Cl:36][CH2:37][Cl:38].[OH:1][CH:2]([CH:3]([C:4]([NH:5][CH3:6])=[O:7])[NH:8][C:9](=[O:10])[c:11]1[c:12]([C:17]([F:18])([F:19])[F:20])[n:13][n:14]([CH3:16])[cH:15]1)[CH:21]=[CH2:22]>>[O:1]([CH:2]([CH:3]([C:4]([NH:5][CH3:6])=[O:7])[NH:8][C:9](=[O:10])[c:11]1[c:12]([C:17]([F:18])([F:19])[F:20])[n:13][n:14]([CH3:16])[cH:15]1)[CH:21]=[CH2:22])[C:24]([CH3:23])=[O:25]. Reactants: O1CC(C2C1OCC2)OC(NC(C(CN(S(=O)(=O)C=2C=C1CC(NC1=CC2)=O)CC(C)C)O)CC2=CC=CC=C2)=O ({1-Benzyl-2-hydroxy-3-[isobutyl-(2-oxo-2,3-dihydro-1H-indole-5-sulfonyl)-amino]-propyl}-carbamic acid hexahydro-furo[2,3-b]furan-3-yl ester), COC(N(C)C)OC (N,N-dimethylformamide dimethylacetal). The solvent is C(Cl)(Cl)Cl (chloroform). Product: O1CC(C2C1OCC2)OC(NC(C(CN(CC(C)C)S(=O)(=O)C=2C=C1C(C(NC1=CC2)=O)=CN(C)C)O)CC2=CC=CC=C2)=O ({1-Benzyl-3-[(3-dimethylaminomethylene-2-oxo-2,3-dihydro-1H-indole-5-sulfonyl)-isobutyl-amino]-2-hydroxy-propyl}-carbamic acid hexahydro-furo[2,3-b]furan-3-yl ester). The yield is 74.7%. Reaction SMILES: [O:1]1[CH:5]2[O:6][CH2:7][CH2:8][CH:4]2[CH:3]([O:9][C:10](=[O:41])[NH:11][CH:12]([CH2:34][C:35]2[CH:40]=[CH:39][CH:38]=[CH:37][CH:36]=2)[CH:13]([OH:33])[CH2:14][N:15]([CH2:29][CH:30]([CH3:32])[CH3:31])[S:16]([C:19]2[CH:20]=[C:21]3[C:25](=[CH:26][CH:27]=2)[NH:24][C:23](=[O:28])[CH2:22]3)(=[O:18])=[O:17])[CH2:2]1.CO[CH:44](OC)[N:45]([CH3:47])[CH3:46]>C(Cl)(Cl)Cl>[O:1]1[CH:5]2[O:6][CH2:7][CH2:8][CH:4]2[CH:3]([O:9][C:10](=[O:41])[NH:11][CH:12]([CH2:34][C:35]2[CH:40]=[CH:39][CH:38]=[CH:37][CH:36]=2)[CH:13]([OH:33])[CH2:14][N:15]([S:16]([C:19]2[CH:20]=[C:21]3[C:25](=[CH:26][CH:27]=2)[NH:24][C:23](=[O:28])[C:22]3=[CH:44][N:45]([CH3:47])[CH3:46])(=[O:18])=[O:17])[CH2:29][CH:30]([CH3:31])[CH3:32])[CH2:2]1. Procedure: A solution of {1-benzyl-2-hydroxy-3-[isobutyl-(2-oxo-2,3-dihydro-1H-indole-5-sulfonyl)-amino]-propyl}-carbamic acid hexahydro-furo[2,3-b]furan-3-yl ester 20 (59 mg, 0.1 mmol) and N,N-dimethylformamide dimethylacetal (27 ul, 0.2 mmol) in 1 ml of chloroform was refluxed for 1 h, cooled, and concentrated in vacuo. The residue was chromatographed on silica gel, (methanol:ethyl acetate 3:97) to obtain {1-benzyl-3-[(3-dimethylaminomethylene-2-oxo-2,3-dihydro-1H-indole-5-sulfonyl)-isobutyl-amino]-2-hyd... Starting materials: [SH-].[Na+] (sodium hydrosulfide), COC1=C(C=CC=C1)[N+]([O-])=NC1=C(C=CC=C1)OC (2,2'-dimethoxyazoxybenzene), CO (methanol). The product is CON(NC1=CC=CC=C1)C1=C(C=CC=C1)OC (2,2'-dimethoxyhydrazobenzene). The yield is 72.0%. Reaction SMILES: [SH-].[Na+].[CH3:3][O:4][C:5]1[CH:10]=[CH:9][CH:8]=[CH:7][C:6]=1[N+:11](=[N:13][C:14]1[CH:19]=[CH:18][CH:17]=[CH:16][C:15]=1OC)[O-:12].[CH3:22]O>>[CH3:22][O:12][N:11]([C:6]1[CH:7]=[CH:8][CH:9]=[CH:10][C:5]=1[O:4][CH3:3])[NH:13][C:14]1[CH:19]=[CH:18][CH:17]=[CH:16][CH:15]=1 |f:0.1|. Procedure: 90 parts of an aqueous solution of technical sodium hydrosulfide containing 35 percent NaHS and 4 percent NasS2O3 were added to a mixture comprising 51.6 parts of 2,2'-dimethoxyazoxybenzene in 155 parts methanol at room temperature within 5 hours. Subsequently, the reaction mixture was refluxed at 70° C to 75° C for 2 1/2 hours while the pH was maintained between 8.5 and 9.4. After this period the absence of the starting material was confirmed and the reaction mixture was cooled down to 0° C to ...